This data is from the Open Reaction Database (ORD), a public repository of structured organic reaction records. The task is: describe an organic reaction: reactants, conditions, products, and yield The reactants are FC(OC1=CC=C(OC2=CC=NC=C2)C=C1)(F)F (4-[4-(Trifluoromethoxy)phenoxy]pyridine), [H][H] (hydrogen). Reagents/catalysts: [Pt](=O)=O (platinum(IV) oxide). Run in C(C)(=O)O (acetic acid). The product is FC(OC1=CC=C(OC2CCNCC2)C=C1)(F)F (4-[4-(Trifluoromethoxy)phenoxy]piperidine). Isolated yield 162.2%. Reaction SMILES: [F:1][C:2]([F:18])([F:17])[O:3][C:4]1[CH:16]=[CH:15][C:7]([O:8][C:9]2[CH:14]=[CH:13][N:12]=[CH:11][CH:10]=2)=[CH:6][CH:5]=1.[H][H]>C(O)(=O)C.[Pt](=O)=O>[F:18][C:2]([F:1])([F:17])[O:3][C:4]1[CH:16]=[CH:15][C:7]([O:8][CH:9]2[CH2:10][CH2:11][NH:12][CH2:13][CH2:14]2)=[CH:6][CH:5]=1. Reported procedure: After 4-[4-(Trifluoromethoxy)phenoxy]pyridine (2.00 g) was dissolved in acetic acid (20 mL) and platinum(IV) oxide (200 mg) was added. The resulting mixture was stirred under 4 atms of atmosphere of hydrogen at 23-30° C. for 12 hr. The reaction mixture was filtered to remove the catalyst followed by concentration in vacuo to give 3.32 g of yellow oily crude product. The crude product was dissolved in toluene (100 mL) and was washed three times with 10 w/v % NaOHaq (50 mL×3) and then was washed t... Starting materials: C1CCOC1, COC(=O)CNC(=O)c1c(OC)c2ccccc2n(C)c1=O, ClCCl, [Na+], [OH-], O. Product: COc1c(C(=O)NCC(=O)O)c(=O)n(C)c2ccccc12. As a reaction SMILES: [CH2:29]1[O:30][CH2:31][CH2:32][CH2:33]1.[CH3:1][O:2][c:3]1[c:4]([C:15](=[O:16])[NH:17][CH2:18][C:19](=[O:20])[O:21][CH3:22])[c:5](=[O:14])[n:6]([CH3:13])[c:7]2[cH:8][cH:9][cH:10][cH:11][c:12]12.[Cl:25][CH2:26][Cl:27].[Na+:24].[OH-:23].[OH2:28]>>[CH3:1][O:2][c:3]1[c:4]([C:15](=[O:16])[NH:17][CH2:18][C:19](=[O:20])[OH:21])[c:5](=[O:14])[n:6]([CH3:13])[c:7]2[cH:8][cH:9][cH:10][cH:11][c:12]12. The reactants are CI (methyl iodide), NNC(=S)N (Thiosemicarbazide), O.C1(=CC=C(C=C1)S(=O)(=O)O)C (p-toluenesulfonic acid monohydrate), C(C)OC(C(=O)C1=CC(=C(C(=O)OC)C=C1)F)OCC (Methyl 4-(diethoxyacetyl)-2-fluorobenzoate). Run in C(C)O (ethanol). Reaction conditions: temperature 90 celsius, time 2 hour. The product is FC1=C(C(=O)OC)C=CC(=C1)C1=CN=C(N=N1)SC (methyl 2-fluoro-4-[3-(methylthio)-1,2,4-triazin-6-yl]benzoate). Reaction SMILES: C(O[CH:4](OCC)[C:5]([C:7]1[CH:16]=[CH:15][C:10]([C:11]([O:13][CH3:14])=[O:12])=[C:9]([F:17])[CH:8]=1)=O)C.[NH2:21][NH:22][C:23]([NH2:25])=[S:24].O.[C:27]1(C)C=CC(S(O)(=O)=O)=CC=1.CI>C(O)C>[F:17][C:9]1[CH:8]=[C:7]([C:5]2[N:21]=[N:22][C:23]([S:24][CH3:27])=[N:25][CH:4]=2)[CH:16]=[CH:15][C:10]=1[C:11]([O:13][CH3:14])=[O:12] |f:2.3|. Procedure: Methyl 4-(diethoxyacetyl)-2-fluorobenzoate (3.0 g, 0.01 mol) was dissolved in ethanol (30 mL). Thiosemicarbazide (1.2 g, 0.013 mol) and p-toluenesulfonic acid monohydrate (100 mg) were added to the reaction mixture. The reaction mixture was heated at 90° C. for 2 h. After cooling, the reaction mixture to ambient temperature methyl iodide (3 mL, 0.05 mol) was added. The reaction mixture was stirred at RT for 2 h, and then concentrated under reduced pressure. The residue was dissolved in acetic ac... Starting materials: ClCC(=O)O[C@H]1C[C@@H]2CC[C@H]3[C@@H]4CC[C@H](C5(C)OCCO5)[C@]4(C[C@@H]([C@@H]3[C@]2(CC1)C)OC(CCl)=O)C (3α,11β-bischloroacetoxy-20,20-ethylenedioxy-5α-pregnane), C([O-])(O)=O.[Na+] (sodium bicarbonate). The solvent is CO (methanol). Yields the product ClCC(=O)O[C@@H]1[C@@H]2[C@]3(CC[C@H](C[C@@H]3CC[C@H]2[C@@H]2CC[C@H](C3(C)OCCO3)[C@]2(C1)C)O)C (11β-Chloroacetoxy-20,20-ethylenedioxy-5α-pregnan-3α-ol). As a reaction SMILES: ClCC([O:5][C@@H:6]1[CH2:28][CH2:27][C@@:26]2([CH3:29])[C@@H:8]([CH2:9][CH2:10][C@@H:11]3[C@@H:25]2[C@@H:24]([O:30][C:31](=[O:34])[CH2:32][Cl:33])[CH2:23][C@@:22]2([CH3:35])[C@H:12]3[CH2:13][CH2:14][C@@H:15]2[C:16]2([O:21][CH2:20][CH2:19][O:18]2)[CH3:17])[CH2:7]1)=O.C(=O)(O)[O-].[Na+]>CO>[Cl:33][CH2:32][C:31]([O:30][C@H:24]1[CH2:23][C@@:22]2([CH3:35])[C@@H:12]([CH2:13][CH2:14][C@@H:15]2[C:16]2([O:18][CH2:19][CH2:20][O:21]2)[CH3:17])[C@H:11]2[C@H:25]1[C@:26]1([CH3:29])[C@@H:8]([CH2:9][CH2:10]2)[CH2:7][C@H:6]([OH:5])[CH2:28][CH2:27]1)=[O:34] |f:1.2|. Reported procedure: A solution of 3α,11β-bischloroacetoxy-20,20-ethylenedioxy-5α-pregnane (1 g) in refluxing methanol was stirred whilst a saturated solution of sodium bicarbonate (2.5 ml) was added. The mixture was refluxed until reaction was judged complete (by t.l.c), most of the solvent was evaporated in vacuo and water was added. The crude product was collected by filtration and purified by preparative t.l.c. (ethyl acetate-petroleum ether 1:1) and crystallization from ethyl acetate-petroleum ether to give tit... Reactants: ClC(Cl)Cl, Nc1nc(Cl)nc2c1ncn2CC1CCOCC1, ClCCl, O=C1CCC(=O)N1Br. The product is Nc1nc(Cl)nc2c1nc(Br)n2CC1CCOCC1. RXN SMILES: [CH:27]([Cl:28])([Cl:29])[Cl:30].[Cl:1][c:2]1[n:3][c:4]([NH2:18])[c:5]2[n:6][cH:7][n:8]([CH2:11][CH:12]3[CH2:13][CH2:14][O:15][CH2:16][CH2:17]3)[c:9]2[n:10]1.[Cl:31][CH2:32][Cl:33].[O:19]=[C:20]1[N:21]([Br:26])[C:22](=[O:23])[CH2:24][CH2:25]1>>[Cl:1][c:2]1[n:3][c:4]([NH2:18])[c:5]2[n:6][c:7]([Br:26])[n:8]([CH2:11][CH:12]3[CH2:13][CH2:14][O:15][CH2:16][CH2:17]3)[c:9]2[n:10]1. Reactants: Cc1ncc[nH]1, COC(=O)C(Cl)(c1ccccc1)c1ccccc1, CC#N. Yields the product COC(=O)C(c1ccccc1)(c1ccccc1)c1c[nH]c(C)n1. As a reaction SMILES: [CH3:19][c:20]1[nH:21][cH:22][cH:23][n:24]1.[CH3:1][O:2][C:3]([C:4]([Cl:5])([c:6]1[cH:7][cH:8][cH:9][cH:10][cH:11]1)[c:12]1[cH:13][cH:14][cH:15][cH:16][cH:17]1)=[O:18].[CH3:25][C:26]#[N:27]>>[CH3:1][O:2][C:3]([C:4]([c:6]1[cH:7][cH:8][cH:9][cH:10][cH:11]1)([c:12]1[cH:13][cH:14][cH:15][cH:16][cH:17]1)[c:22]1[n:21][c:20]([CH3:19])[nH:24][cH:23]1)=[O:18]. Starting materials: O=Cc1ccc(Br)cc1F, C[Mg+], CI, CCOCC, [I-], [Mg]. Product: CC(O)c1ccc(Br)cc1F. Reaction SMILES: [Br:1][c:2]1[cH:3][c:4]([F:10])[c:5]([CH:6]=[O:7])[cH:8][cH:9]1.[CH3:12][Mg+:13].[CH3:15][I:16].[CH3:17][CH2:18][O:19][CH2:20][CH3:21].[I-:11].[Mg:14]>>[Br:1][c:2]1[cH:3][c:4]([F:10])[c:5]([CH:6]([OH:7])[CH3:12])[cH:8][cH:9]1. Reactants: ClC=1C=CC(=C2N3C(=NC21)N(CCC3)C3=C(C=C(C=C3Cl)OC)Cl)C=O (9-chloro-1-(2,6-dichloro-4-methoxyphenyl)-1,2,3,4-tetrahydropyrimido[1,2-a]benzimidazole-6-carbaldehyde), C(C)[Mg]Br (ethylmagnesium bromide). Solvent: [Cl-].[NH4+] (ammonium chloride), O1CCCC1 (tetrahydrofuran). Reaction conditions: temperature 0 celsius, time 5 minute. The product is ClC1=CC=C(C=2N3C(=NC21)N(CCC3)C3=C(C=C(C=C3Cl)OC)Cl)C(CC)O ((9-Chloro-1-(2,6-dichloro-4-methoxyphenyl)-1,2,3,4-tetrahydropyrimido[1,2-a]benzimidazol-6-yl]propan-1-ol). Yield: 87.4%. Reaction SMILES: [Cl:1][C:2]1[CH:3]=[CH:4][C:5]([CH:25]=[O:26])=[C:6]2[C:10]=1[N:9]=[C:8]1[N:11]([C:15]3[C:20]([Cl:21])=[CH:19][C:18]([O:22][CH3:23])=[CH:17][C:16]=3[Cl:24])[CH2:12][CH2:13][CH2:14][N:7]21.[CH2:27]([Mg]Br)[CH3:28]>O1CCCC1.[Cl-].[NH4+]>[Cl:1][C:2]1[C:10]2[N:9]=[C:8]3[N:11]([C:15]4[C:16]([Cl:24])=[CH:17][C:18]([O:22][CH3:23])=[CH:19][C:20]=4[Cl:21])[CH2:12][CH2:13][CH2:14][N:7]3[C:6]=2[C:5]([CH:25]([OH:26])[CH2:27][CH3:28])=[CH:4][CH:3]=1 |f:3.4|. Procedure: To a solution of 9-chloro-1-(2,6-dichloro-4-methoxyphenyl)-1,2,3,4-tetrahydropyrimido[1,2-a]benzimidazole-6-carbaldehyde (146 mg, 0.356 mmol) in tetrahydrofuran (4 mL) was added dropwise ethylmagnesium bromide (3 M solution in diethyl ether, 0.237 mL, 0.711 mmol) at 0° C., and the mixture was stirred at 0° C. for 5 min. The reaction mixture was diluted with aqueous saturated ammonium chloride, and extracted with ethyl acetate. The combined organic layer was washed with brine, dried over anhydrou... Yields the product CC(C)CC(NC(=O)c1nc(Br)n2c1CN(C)CCC2)C(N)=O. The reactants are CNC(=O)C(CC(C)C)NC(=O)c1nc(Br)n2c1CN(C)CCC2, CC(C)CC(N)C(N)=O. Reaction SMILES: [Br:1][c:2]1[n:3][c:4]([C:13](=[O:14])[NH:15][CH:16]([C:17](=[O:18])[NH:19][CH3:20])[CH2:21][CH:22]([CH3:23])[CH3:24])[c:5]2[n:6]1[CH2:7][CH2:8][CH2:9][N:10]([CH3:12])[CH2:11]2.[NH2:25][CH:26]([C:27]([NH2:28])=[O:29])[CH2:30][CH:31]([CH3:32])[CH3:33]>>[Br:1][c:2]1[n:3][c:4]([C:13](=[O:14])[NH:15][CH:16]([C:17](=[O:18])[NH2:19])[CH2:21][CH:22]([CH3:23])[CH3:24])[c:5]2[n:6]1[CH2:7][CH2:8][CH2:9][N:10]([CH3:12])[CH2:11]2.